This data is from the Open Reaction Database (ORD), a public repository of structured organic reaction records. The task is: describe an organic reaction: reactants, conditions, products, and yield Starting materials: S1C(=CC=C1)CNCC=1SC=CC1 (bis-(2-thienylmethyl)amine), BrCCCC#N (4-bromobutyronitrile). Product: S1C(=CC=C1)CN(CC=1SC=CC1)CCCC#N (4-[N, N-bis-(2-thienylmethyl )amino]butyronitrile). As a reaction SMILES: [S:1]1[CH:5]=[CH:4][CH:3]=[C:2]1[CH2:6][NH:7][CH2:8][C:9]1[S:10][CH:11]=[CH:12][CH:13]=1.Br[CH2:15][CH2:16][CH2:17][C:18]#[N:19]>>[S:1]1[CH:5]=[CH:4][CH:3]=[C:2]1[CH2:6][N:7]([CH2:15][CH2:16][CH2:17][C:18]#[N:19])[CH2:8][C:9]1[S:10][CH:11]=[CH:12][CH:13]=1. Procedure details: In a manner analogous to Example 21 a, 4-[N, N-bis-(2-thienylmethyl )amino]butyronitrile was prepared by alkylation of bis-(2-thienylmethyl)amine using 4-bromobutyronitrile. Starting materials: FC1=C(NC=2C(=CN(C(C2)=O)C)C(=O)NCCO)C=CC(=C1)I (4-(2-Fluoro-4-iodoanilino)-N-(2-hydroxyethyl)-1-methyl-6-oxo-1,6-dihydro-3-pyridinecarboxamide), C(C#C)O (propargyl alcohol). Reagents/catalysts: [Cu]I (CuI), Cl[Pd]([P](C1=CC=CC=C1)(C2=CC=CC=C2)C3=CC=CC=C3)([P](C4=CC=CC=C4)(C5=CC=CC=C5)C6=CC=CC=C6)Cl ((Ph3P)2PdCl2). Run in C1CCOC1.CN(C)C=O (THF DMF). The product is FC1=C(NC=2C(=CN(C(C2)=O)C)C(=O)NCCO)C=CC(=C1)C#CCO (4-[2-fluoro-4-(3-hydroxy-1-propynyl)anilino]-N-(2-hydroxyethyl)-1-methyl-6-oxo-1,6-dihydro-3-pyridinecarboxamide). Isolated yield 79.0%. RXN SMILES: [F:1][C:2]1[CH:22]=[C:21](I)[CH:20]=[CH:19][C:3]=1[NH:4][C:5]1[C:6]([C:13]([NH:15][CH2:16][CH2:17][OH:18])=[O:14])=[CH:7][N:8]([CH3:12])[C:9](=[O:11])[CH:10]=1.[CH2:24]([OH:27])[C:25]#[CH:26]>C1COCC1.CN(C=O)C.[Cu]I.Cl[Pd](Cl)([P](C1C=CC=CC=1)(C1C=CC=CC=1)C1C=CC=CC=1)[P](C1C=CC=CC=1)(C1C=CC=CC=1)C1C=CC=CC=1>[F:1][C:2]1[CH:22]=[C:21]([C:26]#[C:25][CH2:24][OH:27])[CH:20]=[CH:19][C:3]=1[NH:4][C:5]1[C:6]([C:13]([NH:15][CH2:16][CH2:17][OH:18])=[O:14])=[CH:7][N:8]([CH3:12])[C:9](=[O:11])[CH:10]=1 |f:2.3,^1:42,61|. Reported procedure: 4-(2-Fluoro-4-iodoanilino)-N-(2-hydroxyethyl)-1-methyl-6-oxo-1,6-dihydro-3-pyridinecarboxamide was reacted with propargyl alcohol in the presence of CuI, (Ph3P)2PdCl2 and TEA in THF/DMF (1:1) as for example 2. The residue resulting from removal of the reaction solvents under reduced pressure was purified by column chromatography on silica gel (10% MeOH/CH2Cl2 as eluant) to give 4-[2-fluoro-4-(3-hydroxy-1-propynyl)anilino]-N-(2-hydroxyethyl)-1-methyl-6-oxo-1,6-dihydro-3-pyridinecarboxamide as a c... Starting materials: ClC1=C(C(=O)Cl)C=CC(=N1)C (2-chloro-6-methylnicotinoyl chloride), C(C)(C)(C)C1=C(C(=CC=C1)C(C)(C)C)O (2,6-di-tertiary butylphenol), stannic chloride. Product: ClC1=C(C(=O)C2=CC(=C(C(=C2)C(C)(C)C)O)C(C)(C)C)C=CC(=N1)C (4-(2-chloro-6-methylnicotinoyl)-2,6-di-tertiary butylphenol). Isolated yield 82.8%. RXN SMILES: [Cl:1][C:2]1[N:10]=[C:9]([CH3:11])[CH:8]=[CH:7][C:3]=1[C:4](Cl)=[O:5].[C:12]([C:16]1[CH:21]=[CH:20][CH:19]=[C:18]([C:22]([CH3:25])([CH3:24])[CH3:23])[C:17]=1[OH:26])([CH3:15])([CH3:14])[CH3:13]>>[Cl:1][C:2]1[N:10]=[C:9]([CH3:11])[CH:8]=[CH:7][C:3]=1[C:4]([C:20]1[CH:19]=[C:18]([C:22]([CH3:23])([CH3:24])[CH3:25])[C:17]([OH:26])=[C:16]([C:12]([CH3:15])([CH3:14])[CH3:13])[CH:21]=1)=[O:5]. Procedure: The similar procedure in reference example 1 by using 19 g of 2-chloro-6-methylnicotinoyl chloride, 24.7 g of 2,6-di-tertiary butylphenol and 31.3 g of anhydrous stannic chloride is performed and the obtained crude product is recrystallized from hexane to give 29.8 g of 4-(2-chloro-6-methylnicotinoyl)-2,6-di-tertiary butylphenol as pale yellow crystals, melting at 116°-117° C. The reactants are FC1=CC=C(C=C1)C=1N=C(NC1C=1SC=CC1)S (4-(4-fluorophenyl)-5-(2-thienyl)-1H-2-imidazolethiol), O (water), C(C)(C)NC(C)C (diisopropylamine), FC(=C(F)F)F (tetrafluoroethylene). Solvent: CN(C=O)C (dimethylformamide). Yields the product FC1=CC=C(C=C1)C=1N=C(NC1C=1SC=CC1)SC(C(F)F)(F)F (4-(4-Fluorophenyl)-2-(1,1,2,2-tetrafluoroethylthio)-5-(2-thienyl)-1H-imidazole). Reaction SMILES: [F:1][C:2]1[CH:7]=[CH:6][C:5]([C:8]2[N:9]=[C:10]([SH:18])[NH:11][C:12]=2[C:13]2[S:14][CH:15]=[CH:16][CH:17]=2)=[CH:4][CH:3]=1.C(NC(C)C)(C)C.[F:26][C:27]([F:31])=[C:28]([F:30])[F:29].O>CN(C)C=O>[F:1][C:2]1[CH:3]=[CH:4][C:5]([C:8]2[N:9]=[C:10]([S:18][C:28]([F:30])([F:29])[CH:27]([F:31])[F:26])[NH:11][C:12]=2[C:13]2[S:14][CH:15]=[CH:16][CH:17]=2)=[CH:6][CH:7]=1. Procedure: A solution of 14.0 g of 4-(4-fluorophenyl)-5-(2-thienyl)-1H-2-imidazolethiol in 40 ml of dimethylformamide and 1.5 g of diisopropylamine was pressured in a bomb with 4 g of tetrafluoroethylene. The pressure dropped from 160 psi to 0 in 1.5 hrs. The solution was poured into water, stirred until most of gum solidified, filtered and washed with water. The solid was dissolved in chloroform, dried over anhydrous sodium sulfate, concentrated and diluted with 1-chlorobutane. The crystalline product was... The product is COC(=O)C1CN(Cc2ccc(-c3nc4ccc(C5(c6ccc(OCc7ccccc7)cc6)CC5)nc4s3)c(F)c2)C1. As a reaction SMILES: [CH2:1]([c:2]1[cH:3][cH:4][cH:5][cH:6][cH:7]1)[O:8][c:9]1[cH:10][cH:11][c:12]([C:15]2([c:18]3[cH:19][cH:20][c:21]4[c:22]([n:23]3)[s:24][c:25](-[c:27]3[c:28]([F:35])[cH:29][c:30]([CH:31]=[O:32])[cH:33][cH:34]3)[n:26]4)[CH2:16][CH2:17]2)[cH:13][cH:14]1.[ClH:36].[NH:37]1[CH2:38][CH:39]([C:41](=[O:42])[O:43][CH3:44])[CH2:40]1>>[CH2:1]([c:2]1[cH:3][cH:4][cH:5][cH:6][cH:7]1)[O:8][c:9]1[cH:10][cH:11][c:12]([C:15]2([c:18]3[cH:19][cH:20][c:21]4[c:22]([n:23]3)[s:24][c:25](-[c:27]3[c:28]([F:35])[cH:29][c:30]([CH2:31][N:37]5[CH2:38][CH:39]([C:41](=[O:42])[O:43][CH3:44])[CH2:40]5)[cH:33][cH:34]3)[n:26]4)[CH2:16][CH2:17]2)[cH:13][cH:14]1. The reactants are O=Cc1ccc(-c2nc3ccc(C4(c5ccc(OCc6ccccc6)cc5)CC4)nc3s2)c(F)c1, Cl, COC(=O)C1CNC1.